From a dataset of the Open Reaction Database (ORD), a public repository of structured organic reaction records. describe an organic reaction: reactants, conditions, products, and yield Starting materials: ( 114 ), alkyl, heterocycle, O=C1CC[C@@H]2[C@@H]1CN(CC2)C(=O)OCC2=CC=CC=C2 (Benzyl (trans)-7-oxooctahydro-2H-cyclopenta[c]pyridine-2-carboxylate), ( 117 ), aryl, ( I ). Run in C(C)N(CC)CC (triethylamine). The product is O=C1CC[C@@H]2[C@H]1CN(CC2)C(=O)OCC2=CC=CC=C2 (benzyl (cis)-7-oxooctahydro-2H-cyclopenta[c]pyridine-2-carboxylate). Reaction SMILES: [O:1]=[C:2]1[C@H:6]2[CH2:7][N:8]([C:11]([O:13][CH2:14][C:15]3[CH:20]=[CH:19][CH:18]=[CH:17][CH:16]=3)=[O:12])[CH2:9][CH2:10][C@@H:5]2[CH2:4][CH2:3]1>C(N(CC)CC)C>[O:1]=[C:2]1[C@@H:6]2[CH2:7][N:8]([C:11]([O:13][CH2:14][C:15]3[CH:16]=[CH:17][CH:18]=[CH:19][CH:20]=3)=[O:12])[CH2:9][CH2:10][C@@H:5]2[CH2:4][CH2:3]1. Procedure: Azabicycles of general formula (114), (115), (116) and (117), wherein R is aryl or heterocycle, R′ is alkyl and R1 is as defined in formula (I), may be prepared as described in Scheme 27. Benzyl (trans)-7-oxooctahydro-2H-cyclopenta[c]pyridine-2-carboxylate, prepared as described in Eur. J. Med. Chem. (1991) 26, 889–906, may be epimerized with a base such as, but not limited to, triethylamine to provide benzyl (cis)-7-oxooctahydro-2H-cyclopenta[c]pyridine-2-carboxylate. Benzyl (cis)-7-oxooctahydr... Starting materials: CC1=CC=C(C=C1)C=1C(=CC=CC1)C(=O)O (4'-methylbiphenyl-2-carboxylic acid), S(=O)(Cl)Cl (thionyl chloride), [OH-].[Na+] (NaOH), C(\C=C\C(=O)O)(=O)O.NCCC#N (β-aminopropionitrile fumarate), [OH-].[Na+] (NaOH). Solvent: C(Cl)(Cl)Cl (chloroform), O (water). Run at time 24 hour. Yields the product C(#N)CCNC(=O)C1=C(C=CC=C1)C1=CC=C(C=C1)C (2-(β-cyanoethylaminocarbonyl)-4'-methylbiphenyl). Yield: 85.8%. RXN SMILES: [CH3:1][C:2]1[CH:7]=[CH:6][C:5]([C:8]2[C:9]([C:14]([OH:16])=O)=[CH:10][CH:11]=[CH:12][CH:13]=2)=[CH:4][CH:3]=1.S(Cl)(Cl)=O.[OH-].[Na+].C(O)(=O)/C=C/C(O)=O.[NH2:31][CH2:32][CH2:33][C:34]#[N:35]>O.C(Cl)(Cl)Cl>[C:32]([CH2:33][CH2:34][NH:35][C:14]([C:9]1[CH:10]=[CH:11][CH:12]=[CH:13][C:8]=1[C:5]1[CH:4]=[CH:3][C:2]([CH3:1])=[CH:7][CH:6]=1)=[O:16])#[N:31] |f:2.3,4.5|. Reported procedure: 4'-methylbiphenyl-2-carboxylic acid (50.00 g, 0.236 mol,), thionyl chloride (87.5 ml, 1.20 mol) and chloroform (500 ml) were mixed and refluxed for 4 hours. The thionyl chloride and solvent were removed in vacuo, and the residue suspended in toluene (300 ml). The mixture was evaporated in vacuo and the residue suspended once more in toluene and evaporated to insure removal of traces of thionyl chloride. The resultant acid chloride was dissolved in tetrahydrofuran (100 ml) and slowly added in fiv... The reactants are COC1=CC=C(OC2=CC3=CN(N=C3C=C2)C=2C=NC=CC2)C=C1 (5-(4-methoxy-phenoxy)-2-pyridin-3-yl-2H-indazole), N[C@@H](CCSC)C(=O)O (methionine), [OH-].[Na+] (sodium hydroxide), C([O-])(O)=O.[Na+] (sodium bicarbonate). Run in CS(=O)(=O)O (methanesulfonic acid), O (water). Reaction conditions: time 24 hour. Yields the product N1=CC(=CC=C1)N1N=C2C=CC(=CC2=C1)OC1=CC=C(C=C1)O (4-(2-Pyridin-3-yl-2H-indazol-5-yloxy)-phenol). Isolated yield 104.6%. Reaction SMILES: C[O:2][C:3]1[CH:24]=[CH:23][C:6]([O:7][C:8]2[CH:16]=[CH:15][C:14]3[C:10](=[CH:11][N:12]([C:17]4[CH:18]=[N:19][CH:20]=[CH:21][CH:22]=4)[N:13]=3)[CH:9]=2)=[CH:5][CH:4]=1.N[C@H](C(O)=O)CCSC.[OH-].[Na+].C(=O)(O)[O-].[Na+]>CS(O)(=O)=O.O>[N:19]1[CH:20]=[CH:21][CH:22]=[C:17]([N:12]2[CH:11]=[C:10]3[C:14]([CH:15]=[CH:16][C:8]([O:7][C:6]4[CH:23]=[CH:24][C:3]([OH:2])=[CH:4][CH:5]=4)=[CH:9]3)=[N:13]2)[CH:18]=1 |f:2.3,4.5|. Reported procedure: A solution of 5-(4-methoxy-phenoxy)-2-pyridin-3-yl-2H-indazole (0.050 grams, mmol) in 1 mL of methanesulfonic acid was treated with 0.1 grams of methionine. After stirring for 24 hours at room temperature, the mixture was treated with 0.6 grams of sodium hydroxide in 25 mL of water with cooling in an ice bath, neutralized with aqueous sodium bicarbonate, extracted 3 times with ethyl acetate, and the combined organic layers were dried over sodium sulfate, filtered and concentrated in vacuo, affor... Reactants: CO, O=C(NCC(=O)N1CCC(Oc2ccccc2Cl)CC1)c1cc(-c2ccccc2OCc2ccccc2)on1, [H][H]. Yields the product O=C(NCC(=O)N1CCC(Oc2ccccc2Cl)CC1)c1cc(-c2ccccc2O)on1. Reaction SMILES: [CH3:42][OH:43].[Cl:1][c:2]1[c:3]([O:4][CH:5]2[CH2:6][CH2:7][N:8]([C:11]([CH2:12][NH:13][C:14](=[O:15])[c:16]3[n:17][o:18][c:19](-[c:21]4[c:22]([O:27][CH2:28][c:29]5[cH:30][cH:31][cH:32][cH:33][cH:34]5)[cH:23][cH:24][cH:25][cH:26]4)[cH:20]3)=[O:35])[CH2:9][CH2:10]2)[cH:36][cH:37][cH:38][cH:39]1.[H:40][H:41]>>[Cl:1][c:2]1[c:3]([O:4][CH:5]2[CH2:6][CH2:7][N:8]([C:11]([CH2:12][NH:13][C:14](=[O:15])[c:16]3[n:17][o:18][c:19](-[c:21]4[c:22]([OH:27])[cH:23][cH:24][cH:25][cH:26]4)[cH:20]3)=[O:35])[CH2:9][CH2:10]2)[cH:36][cH:37][cH:38][cH:39]1. Procedure details: Methyl iodide (18 g; 127.4 mmol; 7.93 ml) is added at ambient temperature, under an argon atmosphere, to a solution of 3-[(aminocarbothioyl)amino]benzoic acid (25 g; 127.4 mmol) in 375 ml of anhydrous tetrahydrofuran, and then the reaction mixture is heated at 75° C. for 2 hours. After cooling and concentration, the residue is taken up in ether and the precipitate formed is filtered off to yield the expected product. Conditions: temperature 75 celsius. Product: N=C(SC)NC=1C=C(C(=O)O)C=CC1 (3-{[Imino(methylsulphanyl)methyl]amino}benzoic acid). Reaction SMILES: [CH3:1]I.[NH2:3][C:4]([NH:6][C:7]1[CH:8]=[C:9]([CH:13]=[CH:14][CH:15]=1)[C:10]([OH:12])=[O:11])=[S:5]>O1CCCC1>[NH:3]=[C:4]([NH:6][C:7]1[CH:8]=[C:9]([CH:13]=[CH:14][CH:15]=1)[C:10]([OH:12])=[O:11])[S:5][CH3:1]. Starting materials: CI (Methyl iodide), NC(=S)NC=1C=C(C(=O)O)C=CC1 (3-[(aminocarbothioyl)amino]benzoic acid). The solvent is O1CCCC1 (tetrahydrofuran). Reactants: CC(C)(C)OC(=O)n1ncc(CSc2ccc(Cl)cc2)cc1=O, ClCCl, O=C(O)C(F)(F)F. Yields the product O=c1cc(CSc2ccc(Cl)cc2)cn[nH]1. RXN SMILES: [Cl:1][c:2]1[cH:3][cH:4][c:5]([S:8][CH2:9][c:10]2[cH:11][n:12][n:13]([C:17]([O:18][C:19]([CH3:20])([CH3:21])[CH3:22])=[O:23])[c:14](=[O:16])[cH:15]2)[cH:6][cH:7]1.[Cl:31][CH2:32][Cl:33].[F:24][C:25]([F:26])([F:27])[C:28]([OH:29])=[O:30]>>[Cl:1][c:2]1[cH:3][cH:4][c:5]([S:8][CH2:9][c:10]2[cH:11][n:12][nH:13][c:14](=[O:16])[cH:15]2)[cH:6][cH:7]1. Procedure details: Trimethylsilyl isocyanate (26 mg, 0.22 mmol) is added to a stirred suspension of 2-[5-chloro-2-(3-piperidin-4-yl-propylamino)-pyrimidin-4-yl]-benzo[b]thiophene-4-carboxylic acid cyclopropylamide (50 mg, 0.11 mmol) in DMF (1 mL) and stirred for 2 hours. The mixture is diluted with ethyl acetate (1 mL) then filtered to give the title compound as a yellow solid (43 mg). ES+(m/z) 513 (35Cl) and 515 (37Cl) [M+H]. Yields the product ClC=1C(=NC(=NC1)NCCCC1CCN(CC1)C(=O)N)C1=CC2=C(S1)C=CC=C2C(NC2CC2)=O (4-{3-[5-Chloro-4-(4-cyclopropylcarbamoylbenzo[b]thiophen-2-yl)-pyrimidin-2-ylamino]-propyl}-piperidine-1-carboxylic acid amide). The reactants are C[Si](C)(C)N=C=O (Trimethylsilyl isocyanate), C1(CC1)NC(=O)C1=CC=CC=2SC(=CC21)C2=NC(=NC=C2Cl)NCCCC2CCNCC2 (2-[5-chloro-2-(3-piperidin-4-yl-propylamino)-pyrimidin-4-yl]-benzo[b]thiophene-4-carboxylic acid cyclopropylamide). RXN SMILES: C[Si]([N:5]=[C:6]=[O:7])(C)C.[CH:8]1([NH:11][C:12]([C:14]2[C:22]3[CH:21]=[C:20]([C:23]4[C:28]([Cl:29])=[CH:27][N:26]=[C:25]([NH:30][CH2:31][CH2:32][CH2:33][CH:34]5[CH2:39][CH2:38][NH:37][CH2:36][CH2:35]5)[N:24]=4)[S:19][C:18]=3[CH:17]=[CH:16][CH:15]=2)=[O:13])[CH2:10][CH2:9]1>CN(C=O)C.C(OCC)(=O)C>[Cl:29][C:28]1[C:23]([C:20]2[S:19][C:18]3[CH:17]=[CH:16][CH:15]=[C:14]([C:12](=[O:13])[NH:11][CH:8]4[CH2:9][CH2:10]4)[C:22]=3[CH:21]=2)=[N:24][C:25]([NH:30][CH2:31][CH2:32][CH2:33][CH:34]2[CH2:35][CH2:36][N:37]([C:6]([NH2:5])=[O:7])[CH2:38][CH2:39]2)=[N:26][CH:27]=1. Isolated yield 76.2%. Run in CN(C)C=O (DMF), C(C)(=O)OCC (ethyl acetate). Conditions: time 2 hour.